Task: describe an organic reaction: reactants, conditions, products, and yield. Dataset: the Open Reaction Database (ORD), a public repository of structured organic reaction records Reactants: C1(=CC=CC=C1)CC(=O)N (2-phenylacetamide), C(C(=O)Cl)(=O)Cl (oxalyl chloride). Solvent: ClC(C)Cl (dichloroethane). Conditions: time 5 minute. Yields the product C1(=CC=CC=C1)CC(=O)N=C=O (2-Phenylacetyl isocyanate). Reaction SMILES: [C:1]1([CH2:7][C:8]([NH2:10])=[O:9])[CH:6]=[CH:5][CH:4]=[CH:3][CH:2]=1.C(Cl)(=O)[C:12](Cl)=[O:13]>ClC(Cl)C>[C:1]1([CH2:7][C:8]([N:10]=[C:12]=[O:13])=[O:9])[CH:6]=[CH:5][CH:4]=[CH:3][CH:2]=1. Reported procedure: To a suspension of 2-phenylacetamide (68 mg, 0.5 mmol) in dichloroethane (2 mL) was added oxalyl chloride (0.175 mL, 2.0 mmol). The suspension dissolved quickly and a new suspension formed. LC/MS analysis of the reaction mixture after 5 min indicated none of the desired product had formed. The mixture was warmed to 80° C., LC/MS after 30 min indicated a small amount of product. The reaction was heated at 70° C. for 2 days and became mostly clear. LC/MS analysis indicated mostly product. The mixt...